From a dataset of the Open Reaction Database (ORD), a public repository of structured organic reaction records. describe an organic reaction: reactants, conditions, products, and yield Starting materials: C1(CC1)C1=C(C=CC(=N1)C#N)OC (6-Cyclopropyl-5-methoxypyridine-2-carbonitrile), [H-].[H-].[H-].[H-].[Li+].[Al+3] (LAH). Solvent: CCOC(=O)C (EtOAc), O (water), [OH-].[Na+] (NaOH), O (water), C1CCOC1 (THF). Product: C1(CC1)C1=C(C=CC(=N1)CN)OC (1-(6-cyclopropyl-5-methoxypyridin-2-yl)methanamine). Reaction SMILES: [CH:1]1([C:4]2[N:9]=[C:8]([C:10]#[N:11])[CH:7]=[CH:6][C:5]=2[O:12][CH3:13])[CH2:3][CH2:2]1.[H-].[H-].[H-].[H-].[Li+].[Al+3]>C1COCC1.CCOC(C)=O.O.[OH-].[Na+]>[CH:1]1([C:4]2[N:9]=[C:8]([CH2:10][NH2:11])[CH:7]=[CH:6][C:5]=2[O:12][CH3:13])[CH2:2][CH2:3]1 |f:1.2.3.4.5.6,10.11|. Procedure: To a solution of 6-cyclopropyl-5-methoxypyridine-2-carbonitrile (9-5, 115 mg, 0.66 mmol, 1 equiv) in THF (2.6 mL) at 0° C. was added LAH (1 M, 1.98 mL, 1.98 mmol, 3 equiv) slowly. The reaction mixture was stirred and allowed to warm to ambient temperature over 3 hours. The reaction mixture was then diluted with EtOAc (2 mL), and water (50 uL), NaOH (aq., 20 wt. %, 50 uL) and water (100 uL) were added sequentially. The reaction mixture was then dried over MgSO4, filtered and concentrated to affor... The reactants are C(C)(C)(C)OC(=O)NNC1=CC=C(C=N1)[N+](=O)[O-] (6-(2-t-butoxycarbonylhydrazino)-3-nitropyridine), [H][H] (hydrogen). Reagents/catalysts: [Pt]=O (platinum oxide). Solvent: C(C)O (ethanol). Product: NC=1C=NC(=CC1)NNC(=O)OC(C)(C)C (3-amino-6-(2-t-butoxycarbonylhydrazino)pyridine). Isolated yield 99.8%. Reaction SMILES: [C:1]([O:5][C:6]([NH:8][NH:9][C:10]1[N:15]=[CH:14][C:13]([N+:16]([O-])=O)=[CH:12][CH:11]=1)=[O:7])([CH3:4])([CH3:3])[CH3:2].[H][H]>C(O)C.[Pt]=O>[NH2:16][C:13]1[CH:14]=[N:15][C:10]([NH:9][NH:8][C:6]([O:5][C:1]([CH3:4])([CH3:3])[CH3:2])=[O:7])=[CH:11][CH:12]=1. Procedure: 57 mg of platinum oxide was added to a solution of 6-(2-t-butoxycarbonylhydrazino)-3-nitropyridine (570 mg) in ethanol (10 ml). The mixture was vigorously stirred in an atmosphere of hydrogen at room temperature for 1 hour. After completion of the reaction, the reaction solution was filtered, and the filtered cake was thoroughly washed with ethanol. The filtrate and the washings were combined, and the solvent was removed by distillation to obtain 502 mg of 3-amino-6-(2-t-butoxycarbonylhydrazino)... Reactants: C(C1=CC=CC=C1)N (Benzylamine), CCOC(=O)CC(=O)CC(=O)OCC (diethyl 1,3-acetonedicarboxylate). Run in C1(=CC=CC=C1)C (toluene). Run at time 15.5 hour. The product is C(C)OC(C=C(CC(=O)OCC)NCC1=CC=CC=C1)=O (3-Benzylamino-2-pentenedioic acid diethyl ester). Reaction SMILES: [CH2:1]([NH2:8])[C:2]1[CH:7]=[CH:6][CH:5]=[CH:4][CH:3]=1.[CH3:9][CH2:10][O:11][C:12]([CH2:14][C:15]([CH2:17][C:18]([O:20][CH2:21][CH3:22])=[O:19])=O)=[O:13]>C1(C)C=CC=CC=1>[CH2:10]([O:11][C:12](=[O:13])[CH:14]=[C:15]([NH:8][CH2:1][C:2]1[CH:7]=[CH:6][CH:5]=[CH:4][CH:3]=1)[CH2:17][C:18]([O:20][CH2:21][CH3:22])=[O:19])[CH3:9]. Reported procedure: Benzylamine (89.1 g, 0.83 moles) is added over 10 minutes to a suspension of 5 A powdered molecular sieves (270 g) and diethyl 1,3-acetonedicarboxylate 160 g) (0.79 moles) in 350 ml toluene (external cooling applied to control exotherm). The suspension is stirred at room temperature for 14-17 hours and then filtered to provide 2. The filter cake is washed with three portions of toluene. The combined filtrates may be used as is in the subsequent ketene reaction. Starting materials: BrC=1C=CC(=NC1)COC1=CC(N(N=C1)C1OCCCC1)=O (5-(5-Bromo-pyridin-2-ylmethoxy)-2-(tetrahydro-pyran-2-yl)-2H-pyridazin-3-one), OC1=CC(N(N=C1)C1OCCCC1)=O (5-Hydroxy-2-(tetrahydro-pyran-2-yl)-2H-pyridazin-3-one), ClCC1=CC=C(C=C1)F (1-chloromethyl-4-fluoro-benzene). Yields the product FC1=CC=C(COC2=CC(N(N=C2)C2OCCCC2)=O)C=C1 (5-(4-Fluoro-benzyloxy)-2-(tetrahydro-pyran-2-yl)-2H-pyridazin-3-one). Reaction SMILES: BrC1C=CC(COC2C=NN(C3CCCCO3)C(=O)C=2)=NC=1.[OH:23][C:24]1[CH:29]=[N:28][N:27]([CH:30]2[CH2:35][CH2:34][CH2:33][CH2:32][O:31]2)[C:26](=[O:36])[CH:25]=1.Cl[CH2:38][C:39]1[CH:44]=[CH:43][C:42]([F:45])=[CH:41][CH:40]=1>>[F:45][C:42]1[CH:43]=[CH:44][C:39]([CH2:38][O:23][C:24]2[CH:29]=[N:28][N:27]([CH:30]3[CH2:35][CH2:34][CH2:33][CH2:32][O:31]3)[C:26](=[O:36])[CH:25]=2)=[CH:40][CH:41]=1. Procedure details: 5-(4-Fluoro-benzyloxy)-2-(tetrahydro-pyran-2-yl)-2H-pyridazin-3-one is prepared following preparation 25a from 8.00 g (40.8 mmol) 5-hydroxy-2-(tetrahydro-pyran-2-yl)-2H-pyridazin-3-one (preparation 5a) and 5.4 mL (44.9 mmol) 1-chloromethyl-4-fluoro-benzene. The reactants are OC1(CC2=CC(=C(C=C2C1)OC)OC)C#N (2-hydroxy-5,6-dimethoxyindane-2-carbonitrile). Solvent: Cl (hydrochloric acid). Conditions: temperature 75 celsius. Yields the product COC=1C=C2C=C(CC2=CC1OC)C#N (5,6-dimethoxy-1H-indene-2-carbonitrile). The yield is 80.3%. RXN SMILES: O[C:2]1([C:15]#[N:16])[CH2:10][C:9]2[C:4](=[CH:5][C:6]([O:13][CH3:14])=[C:7]([O:11][CH3:12])[CH:8]=2)[CH2:3]1>Cl>[CH3:14][O:13][C:6]1[CH:5]=[C:4]2[C:9](=[CH:8][C:7]=1[O:11][CH3:12])[CH2:10][C:2]([C:15]#[N:16])=[CH:3]2. Reported procedure: The crude alcohol (17.1 g) was suspended in hydrochloric acid (5M, 170 ml) and the mixture was stirred and heated to 75° C. After 30 min. the dark solution was cooled in an ice-bath and the resultant green solid was filtered off and dried at 60° C. The product was dissolved in dichloromethane and the solution was passed through a column of coarse silica (0.2-0.5 mm, Merck, 80 g). The appropriate fractions were combined and evaporated to dryness to give 5,6-dimethoxy-1H-indene-2-carbonitrile (12.... The reactants are Clc1ccccc1N1CCNCC1, ClCc1nc2cccnc2s1. Product: Clc1ccccc1N1CCN(Cc2nc3cccnc3s2)CC1. As a reaction SMILES: [Cl:12][c:13]1[c:14]([N:19]2[CH2:20][CH2:21][NH:22][CH2:23][CH2:24]2)[cH:15][cH:16][cH:17][cH:18]1.[Cl:1][CH2:2][c:3]1[s:4][c:5]2[n:6][cH:7][cH:8][cH:9][c:10]2[n:11]1>>[CH2:2]([c:3]1[s:4][c:5]2[n:6][cH:7][cH:8][cH:9][c:10]2[n:11]1)[N:22]1[CH2:21][CH2:20][N:19]([c:14]2[c:13]([Cl:12])[cH:18][cH:17][cH:16][cH:15]2)[CH2:24][CH2:23]1. Reactants: NCC1(CCN(CC1)C)O (4(aminomethyl)-1-methyl-4-piperidinol), C(=O)N (formamide), amine. Conditions: temperature 145 celsius, time 6 hour. Yields the product OC1(CCN(CC1)C)CNC=O (N-(4-Hydroxy-1-methyl-4-piperidinylmethyl)formamide). Isolated yield 7.0%. RXN SMILES: [NH2:1][CH2:2][C:3]1([OH:10])[CH2:8][CH2:7][N:6]([CH3:9])[CH2:5][CH2:4]1.[CH:11](N)=[O:12]>>[OH:10][C:3]1([CH2:2][NH:1][CH:11]=[O:12])[CH2:8][CH2:7][N:6]([CH3:9])[CH2:5][CH2:4]1. Procedure details: A mixture of 50 g (0.35 mole) of 4(aminomethyl)-1-methyl-4-piperidinol and 15.8 g (0.35 mole) of formamide was stirred at 145° C. for 6 hr and allowed to stand overnight. The mass spectra indicated the starting amine was still present. The reaction mixture was reheated to 160° C. and stirred for 1 hr. The heat was removed and 150 ml of toluene was added. On cooling 61 g of crystals were formed, m.p. 116°-122° C. A 5 g sample was recrystallized from toluene to give 4.2 g of the title compound, m.... Starting materials: COC(=O)CCC1CC(O)CCN1C(=O)OC(C)(C)C, COc1ccc(-c2c(-c3ccccc3)oc3ncnc(Cl)c23)cc1, CN(C)C=O, O. Yields the product COC(=O)CCC1CC(Oc2ncnc3oc(-c4ccccc4)c(-c4ccc(OC)cc4)c23)CCN1C(=O)OC(C)(C)C. RXN SMILES: [C:25]([CH3:26])([CH3:27])([CH3:28])[O:29][C:30](=[O:31])[N:32]1[CH:33]([CH2:39][CH2:40][C:41](=[O:42])[O:43][CH3:44])[CH2:34][CH:35]([OH:38])[CH2:36][CH2:37]1.[Cl:1][c:2]1[c:3]2[c:4]([n:5][cH:6][n:7]1)[o:8][c:9](-[c:19]1[cH:20][cH:21][cH:22][cH:23][cH:24]1)[c:10]2-[c:11]1[cH:12][cH:13][c:14]([O:17][CH3:18])[cH:15][cH:16]1.[O:46]=[CH:47][N:48]([CH3:49])[CH3:50].[OH2:45]>>[c:2]1([O:38][CH:35]2[CH2:34][CH:33]([CH2:39][CH2:40][C:41](=[O:42])[O:43][CH3:44])[N:32]([C:30]([O:29][C:25]([CH3:26])([CH3:27])[CH3:28])=[O:31])[CH2:37][CH2:36]2)[c:3]2[c:4]([n:5][cH:6][n:7]1)[o:8][c:9](-[c:19]1[cH:20][cH:21][cH:22][cH:23][cH:24]1)[c:10]2-[c:11]1[cH:12][cH:13][c:14]([O:17][CH3:18])[cH:15][cH:16]1. The reactants are COC(=O)C1C(C2=CC(=C(C=C2CC1)OC)OC)=O (6,7-dimethoxy-1-oxo-1,2,3,4-tetrahydro-2-naphthoic acid methyl ester), [S] (sulfur). RXN SMILES: [CH3:1][O:2][C:3]([CH:5]1[CH2:14][CH2:13][C:12]2[C:7](=[CH:8][C:9]([O:17][CH3:18])=[C:10]([O:15][CH3:16])[CH:11]=2)[C:6]1=[O:19])=[O:4].[S]>>[CH3:1][O:2][C:3]([C:5]1[CH:14]=[CH:13][C:12]2[C:7](=[CH:8][C:9]([O:17][CH3:18])=[C:10]([O:15][CH3:16])[CH:11]=2)[C:6]=1[OH:19])=[O:4] |^3:19|. Product: COC(=O)C1=C(C2=CC(=C(C=C2C=C1)OC)OC)O (6,7-dimethoxy-1-hydroxy-2-napthoic acid methyl ester). Yield: 20.2%. Conditions: temperature 205 celsius. Reported procedure: A mixture of 6,7-dimethoxy-1-oxo-1,2,3,4-tetrahydro-2-naphthoic acid methyl ester (1.5 g) and powdery sulfur (0.5 g) is heated at 200-210° C. for 2 hours. The reaction mixture is, after cooling, purified by silica gel column chromatography (hexane:ethyl acetate=2:1), followed by crystallization from a mixture of ethyl ether and petroleum ether to afford 6,7-dimethoxy-1-hydroxy-2-napthoic acid methyl ester (0.3 g) as colorless needles, m.p. 144°-145° C. Starting materials: CCOC(=O)Nc1cccc2c3c([nH]c12)CCN(C(=O)OC(C)(C)C)C3, CCOC(=O)Cl, ClCCl, O=C(O)C(F)(F)F, [K+], [K+], O=C([O-])[O-], O. Yields the product CCOC(=O)Nc1cccc2c3c([nH]c12)CCN(C(=O)OCC)C3. RXN SMILES: [CH2:1]([CH3:2])[O:3][C:4](=[O:5])[NH:6][c:7]1[cH:8][cH:9][cH:10][c:11]2[c:12]3[c:13]([nH:14][c:15]12)[CH2:16][CH2:17][N:18]([C:20](=[O:21])[O:22][C:23]([CH3:24])([CH3:25])[CH3:26])[CH2:19]3.[Cl:40][C:41]([O:42][CH2:43][CH3:44])=[O:45].[Cl:46][CH2:47][Cl:48].[F:27][C:28]([F:29])([F:30])[C:31]([OH:32])=[O:33].[K+:34].[K+:35].[O-:36][C:37]([O-:38])=[O:39].[OH2:49]>>[CH2:1]([CH3:2])[O:3][C:4](=[O:5])[NH:6][c:7]1[cH:8][cH:9][cH:10][c:11]2[c:12]3[c:13]([nH:14][c:15]12)[CH2:16][CH2:17][N:18]([C:20](=[O:21])[O:22][CH2:23][CH3:24])[CH2:19]3.